From a dataset of the Open Reaction Database (ORD), a public repository of structured organic reaction records. describe an organic reaction: reactants, conditions, products, and yield Starting materials: FC(C1=C(C#N)C=CC(=C1)C(F)(F)F)(F)F (2,4-Bis(trifluoromethyl)benzonitrile), C(C)(=O)O (acetic acid), OS(=O)(=O)O (H2SO4), O (water). Run in ice water. Conditions: temperature 120 celsius. Product: FC(C1=C(C=CC(=C1)C(F)(F)F)CC(=O)O)(F)F (2,4-bis(trifluoromethyl) phenyl acetic acid). As a reaction SMILES: [F:1][C:2]([F:16])([F:15])[C:3]1[CH:10]=[C:9]([C:11]([F:14])([F:13])[F:12])[CH:8]=[CH:7][C:4]=1[C:5]#N.OS(O)(=O)=O.O.[C:23]([OH:26])(=[O:25])C>>[F:1][C:2]([F:16])([F:15])[C:3]1[CH:10]=[C:9]([C:11]([F:14])([F:13])[F:12])[CH:8]=[CH:7][C:4]=1[CH2:5][C:23]([OH:26])=[O:25]. Reported procedure: 2,4-Bis(trifluoromethyl)benzonitrile (41.5 mmol, 10.51 g) was taken up in 100 mL acetic acid, 50 mL conc. H2SO4, and 20 mL water. This was heated to 120° C. for 3 h. The reaction was then diluted with 1 L ice water, and extracted with 2×300 mL ethyl acetate. The combined organics were washed with 2×200 mL water, dried with brine and Na2SO4, and evaporated under reduced pressure. The residue was taken up in a minimum of diethyl ether and crystallized by adding sufficient hexane to precipatate the... Starting materials: CC(CC(=O)OC)C(CC)[N+](=O)[O-] (Methyl 3-methyl-4-nitrohexanoate). Reagents/catalysts: O=[Pt]=O (PtO2). Solvent: CCO (EtOH). The product is C(C)C1C(CC(N1)=O)C (5-Ethyl-4-methyl-2-pyrrolidone). Isolated yield 59.9%. RXN SMILES: [CH3:1][CH:2]([CH:8]([N+:11]([O-])=O)[CH2:9][CH3:10])[CH2:3][C:4](OC)=[O:5]>CCO.O=[Pt]=O>[CH2:9]([CH:8]1[NH:11][C:4](=[O:5])[CH2:3][CH:2]1[CH3:1])[CH3:10]. Procedure: A solution of 4.0 g (21 mmol) of methyl 3-methyl-4-nitrohexanoate (from step A) in 20 mL of EtOH containing 0.4 g of PtO2 was hydrogenated on a Parr apparatus for 3 days. The catalyst was filtered and washed with EtOH and the filtrate was concentrated. Vacuum distillation of the residue furnished 1.6 g (61%) of the title compound: bp 102°-107° C./2 mm. The reactants are CC(=O)OCC1OC(Oc2n[nH]c(C(C)C)c2Cc2ccc(OCCCN(CCC(N)=O)Cc3ccccc3)cc2C)C(OC(C)=O)C(OC(C)=O)C1OC(C)=O, C, CO, [Pd]. The product is CC(=O)OCC1OC(Oc2n[nH]c(C(C)C)c2Cc2ccc(OCCCNCCC(N)=O)cc2C)C(OC(C)=O)C(OC(C)=O)C1OC(C)=O. Reaction SMILES: [C:1]([CH3:2])(=[O:3])[O:4][CH:5]1[CH:6]([O:24][c:25]2[n:26][nH:27][c:28]([CH:55]([CH3:56])[CH3:57])[c:29]2[CH2:30][c:31]2[c:32]([CH3:54])[cH:33][c:34]([O:37][CH2:38][CH2:39][CH2:40][N:41]([CH2:42][CH2:43][C:44]([NH2:45])=[O:46])[CH2:47][c:48]3[cH:49][cH:50][cH:51][cH:52][cH:53]3)[cH:35][cH:36]2)[O:7][CH:8]([CH2:19][O:20][C:21]([CH3:22])=[O:23])[CH:9]([O:15][C:16]([CH3:17])=[O:18])[CH:10]1[O:11][C:12]([CH3:13])=[O:14].[C:60].[CH3:58][OH:59].[Pd:61]>>[C:1]([CH3:2])(=[O:3])[O:4][CH:5]1[CH:6]([O:24][c:25]2[n:26][nH:27][c:28]([CH:55]([CH3:56])[CH3:57])[c:29]2[CH2:30][c:31]2[c:32]([CH3:54])[cH:33][c:34]([O:37][CH2:38][CH2:39][CH2:40][NH:41][CH2:42][CH2:43][C:44]([NH2:45])=[O:46])[cH:35][cH:36]2)[O:7][CH:8]([CH2:19][O:20][C:21]([CH3:22])=[O:23])[CH:9]([O:15][C:16]([CH3:17])=[O:18])[CH:10]1[O:11][C:12]([CH3:13])=[O:14]. Starting materials: BrC1=C(C=CC(=C1)F)O (2-bromo-4-fluorophenol), ClC(=O)OC (methyl chloroformate), [OH-].[Na+] (sodium hydroxide). Solvent: O (water), O (water). Conditions: time 2 hour. Product: BrC1=C(OC(=O)OC)C=CC(=C1)F (methyl 2-bromo-4-fluorophenoxyformate). Yield: 91.8%. As a reaction SMILES: [Br:1][C:2]1[CH:7]=[C:6]([F:8])[CH:5]=[CH:4][C:3]=1[OH:9].Cl[C:11]([O:13][CH3:14])=[O:12].[OH-].[Na+]>O>[Br:1][C:2]1[CH:7]=[C:6]([F:8])[CH:5]=[CH:4][C:3]=1[O:9][C:11]([O:13][CH3:14])=[O:12] |f:2.3|. Reported procedure: First, 93 g (0.49 mol) of 2-bromo-4-fluorophenol was suspended in 200 ml of water, into which 55 g (0.59 mol) of methyl chloroformate and a solution of 21.5 g (0.51 mol) of sodium hydroxide in 60 ml of water were poured together at 10° C. or lower, and the mixture was stirred at the same temperature for 2 hours. The precipitated crystals were collected by filtration, washed with water, and dried in a vacuum oven, which afforded 111.6 g (0.45 mol) of methyl 2-bromo-4-fluorophenoxyformate. Starting materials: C[Re](=O)(=O)=O, COc1ccc(C(=O)Cc2c(Cl)cncc2Cl)c2c1OCC1(COCOC1)CO2, ClCCl, OO. Product: COc1ccc(C(=O)Cc2c(Cl)c[n+]([O-])cc2Cl)c2c1OCC1(COCOC1)CO2. Reaction SMILES: [CH3:35][Re:36](=[O:37])(=[O:38])=[O:39].[Cl:1][c:2]1[cH:3][n:4][cH:5][c:6]([Cl:29])[c:7]1[CH2:8][C:9](=[O:10])[c:11]1[cH:12][cH:13][c:14]([O:27][CH3:28])[c:15]2[c:21]1[O:20][CH2:19][C:18]1([CH2:17][O:16]2)[CH2:22][O:23][CH2:24][O:25][CH2:26]1.[Cl:32][CH2:33][Cl:34].[OH:30][OH:31]>>[Cl:1][c:2]1[cH:3][n+:4]([O-:30])[cH:5][c:6]([Cl:29])[c:7]1[CH2:8][C:9](=[O:10])[c:11]1[cH:12][cH:13][c:14]([O:27][CH3:28])[c:15]2[c:21]1[O:20][CH2:19][C:18]1([CH2:17][O:16]2)[CH2:22][O:23][CH2:24][O:25][CH2:26]1.